Dataset: the Open Reaction Database (ORD), a public repository of structured organic reaction records. Task: describe an organic reaction: reactants, conditions, products, and yield Reactants: COC(C(CCC)N1C(N(C2=CC=CC=C2C1=O)CC1=CN(C2=CC=CC(=C12)C)C)=O)=O (2-[1-(1,4-dimethyl-1H-indol-3-ylmethyl)-2,4-dioxo-1,4-dihydro-2H-quinazolin-3-yl]-pentanoic acid methyl ester), LiOH monohydrate. The solvent is O1CCOCC1 (dioxane), O (H2O). Reaction conditions: temperature 60 celsius, time 16 hour. Product: CN1C=C(C2=C(C=CC=C12)C)CN1C(N(C(C2=CC=CC=C12)=O)C(C(=O)O)CCC)=O (2-[1-(1,4-Dimethyl-1H-indol-3-ylmethyl)-2,4-dioxo-1,4-dihydro-2H-quinazolin-3-yl]-pentanoic acid). As a reaction SMILES: C[O:2][C:3](=[O:32])[CH:4]([N:8]1[C:17](=[O:18])[C:16]2[C:11](=[CH:12][CH:13]=[CH:14][CH:15]=2)[N:10]([CH2:19][C:20]2[C:28]3[C:23](=[CH:24][CH:25]=[CH:26][C:27]=3[CH3:29])[N:22]([CH3:30])[CH:21]=2)[C:9]1=[O:31])[CH2:5][CH2:6][CH3:7]>O1CCOCC1.O>[CH3:30][N:22]1[C:23]2[C:28](=[C:27]([CH3:29])[CH:26]=[CH:25][CH:24]=2)[C:20]([CH2:19][N:10]2[C:11]3[C:16](=[CH:15][CH:14]=[CH:13][CH:12]=3)[C:17](=[O:18])[N:8]([CH:4]([CH2:5][CH2:6][CH3:7])[C:3]([OH:32])=[O:2])[C:9]2=[O:31])=[CH:21]1. Procedure: To a solution of 2-[1-(1,4-dimethyl-1H-indol-3-ylmethyl)-2,4-dioxo-1,4-dihydro-2H-quinazolin-3-yl]-pentanoic acid methyl ester (108 mg, 0.25 mmol) in dioxane (2.5 ml) is added a solution of LiOH monohydrate (25 mg, 0.60 mmol) in H2O (2.5 mL). The solution is stirred at 60° C. for 16 hours. The reaction mixture is allowed to cool to room temperature, quenched with 4M HCl in dioxane (400 μl) and is concentrated. The resulting residue is triturated with MeoH and H2O to afford the title compound. LC... Starting materials: OO (H2O2), C(=O)(C(F)(F)F)OC(=O)C(F)(F)F (TFAA), C(C)C=1N=[N+](C2=C(N1)C=C1CC(CC1=C2)CCN2CCOCC2)[O-] (3-Ethyl-7-[2-(4-morpholinyl)ethyl]-7,8-dihydro-6H-indeno[5,6-e][1,2,4]triazine 1-Oxide), C(=O)(C(F)(F)F)O (TFA). The solvent is N (NH3), C(Cl)Cl (DCM), C(Cl)(Cl)Cl (CHCl3). Run at temperature 20 celsius, time 10 minute. Yields the product [N+](=O)([O-])C1=C(C=C2CCCC2=C1)NC(C)=O (N-(6-nitro-2,3-dihydro-1H-inden-5-yl)acetamide). RXN SMILES: OO.C(O[C:10]([C:12](F)(F)F)=[O:11])(C(F)(F)F)=O.C(C1N=[N+:20]([O-:39])[C:21]2[CH:30]=[C:29]3[C:25]([CH2:26][CH:27](CCN4CCOCC4)[CH2:28]3)=[CH:24][C:22]=2[N:23]=1)C.C(O)(C(F)(F)F)=[O:41]>C(Cl)Cl.C(Cl)(Cl)Cl.N>[N+:20]([C:21]1[CH:30]=[C:29]2[C:25]([CH2:26][CH2:27][CH2:28]2)=[CH:24][C:22]=1[NH:23][C:10](=[O:11])[CH3:12])([O-:39])=[O:41]. Procedure: H2O2 (70%, 0.39 mL, ca. 8.1 mmol) was added dropwise to a stirred solution of TFAA (1.12 mL, 8.1 mmol) in DCM (15 mL) at 0° C. The solution was stirred at 20° C. for 10 min, then cooled to 0° C., added to a solution of 1-oxide 163 (265 mg, 0.81 mmol) and TFA (0.13 mL, 1.7 mmol) in CHCl3 (15 mL) at 0° C. The solution was stirred at 20° C. for 4.5 h, diluted with dilute aqueous NH3 solution until basic and extracted with CHCl3 (3×30 mL). The combined organic fraction was dried and the solvent evap... The reactants are Cl (hydrochloric acid), COC=1C=C(C=C(C1OC)OC)C1=CC=C(C(=O)N2CCN(CC2)CCCN2CCN(CC2)C(C2=CC=C(C=C2)C2=CC(=C(C(=C2)OC)OC)OC)=O)C=C1 (1,3-bis[4-[4-(3,4,5-trimethoxyphenyl)benzoyl]-1-piperazinyl]propane). The solvent is C(C)O (ethanol). Yields the product Cl.Cl.COC=1C=C(C=C(C1OC)OC)C1=CC=C(C(=O)N2CCN(CC2)CCCN2CCN(CC2)C(C2=CC=C(C=C2)C2=CC(=C(C(=C2)OC)OC)OC)=O)C=C1 (1,3-bis[4-[4-(3,4,5-Trimethoxyphenyl)-benzoyl]-1-piperazinyl]propane Dihydrochloride). As a reaction SMILES: [ClH:1].[CH3:2][O:3][C:4]1[CH:5]=[C:6]([C:14]2[CH:56]=[CH:55][C:17]([C:18]([N:20]3[CH2:25][CH2:24][N:23]([CH2:26][CH2:27][CH2:28][N:29]4[CH2:34][CH2:33][N:32]([C:35](=[O:54])[C:36]5[CH:41]=[CH:40][C:39]([C:42]6[CH:47]=[C:46]([O:48][CH3:49])[C:45]([O:50][CH3:51])=[C:44]([O:52][CH3:53])[CH:43]=6)=[CH:38][CH:37]=5)[CH2:31][CH2:30]4)[CH2:22][CH2:21]3)=[O:19])=[CH:16][CH:15]=2)[CH:7]=[C:8]([O:12][CH3:13])[C:9]=1[O:10][CH3:11]>C(O)C>[ClH:1].[ClH:1].[CH3:49][O:48][C:46]1[CH:47]=[C:42]([C:39]2[CH:38]=[CH:37][C:36]([C:35]([N:32]3[CH2:33][CH2:34][N:29]([CH2:28][CH2:27][CH2:26][N:23]4[CH2:24][CH2:25][N:20]([C:18](=[O:19])[C:17]5[CH:55]=[CH:56][C:14]([C:6]6[CH:5]=[C:4]([O:3][CH3:2])[C:9]([O:10][CH3:11])=[C:8]([O:12][CH3:13])[CH:7]=6)=[CH:15][CH:16]=5)[CH2:21][CH2:22]4)[CH2:30][CH2:31]3)=[O:54])=[CH:41][CH:40]=2)[CH:43]=[C:44]([O:52][CH3:53])[C:45]=1[O:50][CH3:51] |f:3.4.5|. Procedure details: Concentrated hydrochloric acid (0.015 ml; 0.18 mmol) was added to a solution of 1,3-bis[4-[4-(3,4,5-trimethoxyphenyl)benzoyl]-1-piperazinyl]propane (43 mg; 0.050 mmol) in ethanol (5 ml) and the reaction mixture was concentrated under reduced pressure. After a process of adding ethanol (10 ml) to the residue and concentrating the mixture under reduced pressure was performed twice, the resultant concentrated residue was recrystallized from methanol-diethyl ether to obtain the title compound as a c... The reactants are C(CCC)NC(=O)NS(=O)(=O)C1=C(C=CC=C1)C=1OC(N(N1)C)=O (N-[(Butylamino)carbonyl]-2-(4,5-dihydro-4-methyl-5-oxo-1,3,4-oxadiazol-2-yl)benzenesulfonamide), C1CN2CCN1CC2 (DABCO), C(=O)(Cl)Cl (phosgene). RXN SMILES: C(N[C:6]([NH:8][S:9]([C:12]1[CH:17]=[CH:16][CH:15]=[CH:14][C:13]=1[C:18]1[O:19][C:20](=[O:24])[N:21]([CH3:23])[N:22]=1)(=[O:11])=[O:10])=[O:7])CCC.C1N2CCN(CC2)C1.C(Cl)(Cl)=O>>[CH3:23][N:21]1[C:20](=[O:24])[O:19][C:18]([C:13]2[CH:14]=[CH:15][CH:16]=[CH:17][C:12]=2[S:9]([N:8]=[C:6]=[O:7])(=[O:11])=[O:10])=[N:22]1. The product is CN1N=C(OC1=O)C1=C(C=CC=C1)S(=O)(=O)N=C=O (2-(4,5-Dihydro-4-methyl-5-oxo-1,3,4-oxadiazol-2-yl)benzenesulfonyl isocyanate). Solvent: xylenes. Yield: 108.7%. Reported procedure: A suspension of 8 g of the product of Example 7 and 0.4 g of DABCO in 90 ml of xylenes was heated under N2 at 130°-135° C. while 1.8 ml of phosgene was added portionwise at a rate to maintain a reflux temperature of about 130°-135° C. The mixture was refluxed an additional two hours, cooled under N2 to room temperature, filtered, and the filtrate was concentrated in vacuo to yield 6.9 g of the subject compound as a crude oil. Starting materials: CC1=NNC(=N1)N (3-methyl-1H-1,2,4-triazol-5-amine), C(C)(=O)N1N=CC2=CC(=CC=C12)C(CC(=O)OCC)=O (ethyl 3-(1-acetyl-1H-indazol-5-yl)-3-oxopropanoate), CC=1C=CC(=CC1)S(=O)(=O)O (TsOH). Solvent: C1(=CC=CC=C1)OC1=CC=CC=C1 (diphenyl ether), petroleum ether. Conditions: temperature 170 celsius, time 1 hour. Product: C(C)(=O)N1N=CC2=CC(=CC=C12)C=1NC=2N(C(C1)=O)N=C(N2)C (5-(1-acetyl-1H-indazol-5-yl)-2-methyl-[1,2,4]triazolo[1,5-α]pyrimidin-7(4H)-one). As a reaction SMILES: [CH3:1][C:2]1[N:6]=[C:5]([NH2:7])[NH:4][N:3]=1.[C:8]([N:11]1[C:19]2[C:14](=[CH:15][C:16]([C:20](=O)[CH2:21][C:22](OCC)=[O:23])=[CH:17][CH:18]=2)[CH:13]=[N:12]1)(=[O:10])[CH3:9].CC1C=CC(S(O)(=O)=O)=CC=1>C1(OC2C=CC=CC=2)C=CC=CC=1>[C:8]([N:11]1[C:19]2[C:14](=[CH:15][C:16]([C:20]3[NH:7][C:5]4[N:4]([N:3]=[C:2]([CH3:1])[N:6]=4)[C:22](=[O:23])[CH:21]=3)=[CH:17][CH:18]=2)[CH:13]=[N:12]1)(=[O:10])[CH3:9]. Reported procedure: To a solution of 3-methyl-1H-1,2,4-triazol-5-amine (150 mg, 1.52 mmol) in diphenyl ether (2 ml) was added ethyl 3-(1-acetyl-1H-indazol-5-yl)-3-oxopropanoate (710 mg, 2.59 mmol), TsOH (11 mg, 0.06 mmol), and the mixture was stirred for 1 h at 170° C. The resulting solution was diluted with petroleum ether (8 ml), and solids were collected by filtration and washed with ethyl ether (3 ml) to afford 5-(1-acetyl-1H-indazol-5-yl)-2-methyl-[1,2,4]triazolo[1,5-α]pyrimidin-7(4H)-one as a crude brown soli...